This data is from the Open Reaction Database (ORD), a public repository of structured organic reaction records. The task is: describe an organic reaction: reactants, conditions, products, and yield Reactants: COC1=CC=CC=2C=3CC(NC3CCC21)=O (1,3,4,5-tetrahydro-6-methoxy-2H-benzo[e]indol-2-one), [OH-].[Na+] (sodium hydroxide), C(C)[SiH](CC)CC (triethylsilane), FC(C(=O)O)(F)F (trifluoroacetic acid). Solvent: C(Cl)Cl (methylene chloride), O (water). Reported procedure: 313 g (1.45 mol) of 1,3,4,5-tetrahydro-6-methoxy-2H-benzo[e]indol-2-one were suspended in 3 l of methylene chloride. After the addition of 690 ml (4.33 mol) of triethylsilane 500 ml (6.53 mol) of trifluoroacetic acid were slowly added dropwise at 0°, whereupon the mixture was stirred at room temperature for 3 hours, then cooled with an ice-ethanol bath, made alkaline with about 830 ml of 28% sodium hydroxide solution, poured into water and extracted with methylene chloride. The organic phase was... Isolated yield 66.7%. Product: COC1=CC=CC=2[C@H]3CC(N[C@H]3CCC21)=O (rac-cis-1,3,3a,4,5,9b-hexahydro-6-methoxy-2H-benzo[e]indol-2-one). Reaction conditions: time 3 hour. As a reaction SMILES: [CH3:1][O:2][C:3]1[C:15]2[CH2:14][CH2:13][C:12]3[NH:11][C:10](=[O:16])[CH2:9][C:8]=3[C:7]=2[CH:6]=[CH:5][CH:4]=1.C([SiH](CC)CC)C.FC(F)(F)C(O)=O.[OH-].[Na+]>C(Cl)Cl.O>[CH3:1][O:2][C:3]1[C:15]2[CH2:14][CH2:13][C@H:12]3[C@H:8]([CH2:9][C:10](=[O:16])[NH:11]3)[C:7]=2[CH:6]=[CH:5][CH:4]=1 |f:3.4|.